Task: describe an organic reaction: reactants, conditions, products, and yield. Dataset: the Open Reaction Database (ORD), a public repository of structured organic reaction records RXN SMILES: ClC1C=CC([C@H]([N:17]2[CH2:20][CH:19]([C@@H:21]([C:26]3[CH:31]=[C:30]([F:32])[CH:29]=[C:28]([F:33])[CH:27]=3)[C:22]([F:25])([CH3:24])[CH3:23])[CH2:18]2)C2C=C(C=CC=2)C#N)=CC=1.ClC(OC(Cl)C)=O>C1COCC1>[F:32][C:30]1[CH:31]=[C:26]([C@H:21]([CH:19]2[CH2:18][NH:17][CH2:20]2)[C:22]([F:25])([CH3:24])[CH3:23])[CH:27]=[C:28]([F:33])[CH:29]=1. The product is FC=1C=C(C=C(C1)F)[C@@H](C(C)(C)F)C1CNC1 (3-[(1S)-1-(3,5-difluorophenyl)-2-fluoro-2-methylpropyl]azetidine). Solvent: C1CCOC1 (THF). Reaction conditions: time 2 hour. Reported procedure: A sample of 2.25 g (5.5 mmole) of 3-[(1S)-1-(3,5-difluorophenyl)-2-fluoro-2-methylpropyl]-1-(diphenylmethyl)azetidine (Step 2 of Example 76) was dissolved in 15 mL of THF and 1.1 mL (10 mmole) of 1-chloroethyl chloroformate was added. The solution was stirred at room temperature. After 2 h, the solution was concentrated under reduced pressure and the residue was dried under high vacuum for 1 h. The residue was dissolved in 20 mL of methanol and heated to reflux for 6 h. The solution was concentr... Starting materials: ClC1=CC=C(C=C1)[C@@H](C=1C=C(C#N)C=CC1)N1CC(C1)[C@H](C(C)(C)F)C1=CC(=CC(=C1)F)F (3-((S)-(4-chlorophenyl){3-[(1S)-1-(3,5-difluorophenyl)-2-fluoro-2-methylpropyl]azetidin-1-yl}methyl)benzonitrile), ClC(=O)OC(C)Cl (1-chloroethyl chloroformate). Starting materials: [Na] (sodium), ClC1=C(C(=NN1C)C)C(C1=C(C=C(C=C1)Cl)Cl)=O (5-chloro-4-(2,4-dichlorobenzoyl)-1,3-dimethylpyrazole), N(C1=CC=CC=C1)CCO (2-anilinoethanol). The product is N(C1=CC=CC=C1)CCOC1=C(C(=NN1C)C)C(C1=C(C=C(C=C1)Cl)Cl)=O (5-(2-anilinoethoxy)-4-(2,4-dichlorobenzoyl)-1,3-dimethylpyrazole). RXN SMILES: [Na].Cl[C:3]1[N:7]([CH3:8])[N:6]=[C:5]([CH3:9])[C:4]=1[C:10](=[O:19])[C:11]1[CH:16]=[CH:15][C:14]([Cl:17])=[CH:13][C:12]=1[Cl:18].[NH:20]([CH2:27][CH2:28][OH:29])[C:21]1[CH:26]=[CH:25][CH:24]=[CH:23][CH:22]=1>>[NH:20]([CH2:27][CH2:28][O:29][C:3]1[N:7]([CH3:8])[N:6]=[C:5]([CH3:9])[C:4]=1[C:10](=[O:19])[C:11]1[CH:16]=[CH:15][C:14]([Cl:17])=[CH:13][C:12]=1[Cl:18])[C:21]1[CH:26]=[CH:25][CH:24]=[CH:23][CH:22]=1 |^1:0|. Procedure: 0.08 g of sodium metal was dissolved with heating in 2 ml of 2-anilinoethanol, and then 1 g of 5-chloro-4-(2,4-dichlorobenzoyl)-1,3-dimethylpyrazole was added. The resulting mixture was heated at 100° to 110° C. for 3 hours with stirring. Excess 2-anilinoethanol was distilled off under reduced pressure. The residue was then washed with chloroform and filtered. The chloroform solution was washed with water and dried over anhydrous sodium sulphate. Chloroform was distilled off and the residue was ... Starting materials: OC1=C(C=CC=C1)C1=CC=C(C=C1)CNC(OC(C)(C)C)=O (tert-butyl N-(2′-hydroxybiphenyl-4-ylmethyl)carbamate), IC(C)C (2-iodopropane). Yields the product C(C)(C)OC1=C(C=CC=C1)C1=CC=C(C=C1)CNC(OC(C)(C)C)=O (tert-Butyl N-(2′-isopropoxybiphenyl-4-ylmethyl)carbamate). As a reaction SMILES: [OH:1][C:2]1[CH:7]=[CH:6][CH:5]=[CH:4][C:3]=1[C:8]1[CH:13]=[CH:12][C:11]([CH2:14][NH:15][C:16](=[O:22])[O:17][C:18]([CH3:21])([CH3:20])[CH3:19])=[CH:10][CH:9]=1.I[CH:24]([CH3:26])[CH3:25]>>[CH:24]([O:1][C:2]1[CH:7]=[CH:6][CH:5]=[CH:4][C:3]=1[C:8]1[CH:13]=[CH:12][C:11]([CH2:14][NH:15][C:16](=[O:22])[O:17][C:18]([CH3:19])([CH3:21])[CH3:20])=[CH:10][CH:9]=1)([CH3:26])[CH3:25]. Procedure: The title compound was prepared in a similar manner to that described in Reference Example 20 using tert-butyl N-(2′-hydroxybiphenyl-4-ylmethyl)carbamate instead of tert-butyl N-(3′-hydroxybiphenyl-4-ylmethyl)carbamate and 2-iodopropane instead of 1-bromopropane. Reactants: CC1=CC=C(C=C1)SCCCCOC=1C=CC2=C(C(OC(N2)=O)(C)C)C1 (6-[4-(4-methyl-phenylmercapto)-butoxy]-4,4-dimethyl-4H-3,1-benzoxazin-2-one), OO (hydrogen peroxide). Yields the product CC1=CC=C(C=C1)S(=O)CCCCOC=1C=CC2=C(C(OC(N2)=O)(C)C)C1 (6-[4-(4-Methyl-phenylsulfinyl)-butoxy]-4,4-dimethyl-4H-3,1benzoxazin-2-one). RXN SMILES: [CH3:1][C:2]1[CH:7]=[CH:6][C:5]([S:8][CH2:9][CH2:10][CH2:11][CH2:12][O:13][C:14]2[CH:15]=[CH:16][C:17]3[NH:22][C:21](=[O:23])[O:20][C:19]([CH3:25])([CH3:24])[C:18]=3[CH:26]=2)=[CH:4][CH:3]=1.[OH:27]O>>[CH3:1][C:2]1[CH:3]=[CH:4][C:5]([S:8]([CH2:9][CH2:10][CH2:11][CH2:12][O:13][C:14]2[CH:15]=[CH:16][C:17]3[NH:22][C:21](=[O:23])[O:20][C:19]([CH3:24])([CH3:25])[C:18]=3[CH:26]=2)=[O:27])=[CH:6][CH:7]=1. Procedure details: Prepared analogously to Example 2 from 6-[4-(4-methyl-phenylmercapto)-butoxy]-4,4-dimethyl-4H-3,1-benzoxazin-2-one and hydrogen peroxide. The reactants are FC(C(Cl)Cl)(F)C=1SC(=NN1)NC(C)=O (2-(1',1'-difluoro-2',2'-dichloro-ethyl)-5-acetamido-1,3,4-thiadiazole), [OH-].[Na+] (sodium hydroxide). Run in OS(=O)(=O)O (H2SO4), S(O)(O)(=O)=O (sulfuric acid). Yields the product FC(C(Cl)Cl)(F)C=1SC(=NN1)N (2-(1',1'-difluoro-2',2'-dichloro-ethyl)-5-amino-1,3,4-thiadiazol). Isolated yield 98.5%. As a reaction SMILES: [F:1][C:2]([C:7]1[S:8][C:9]([NH:12]C(=O)C)=[N:10][N:11]=1)([F:6])[CH:3]([Cl:5])[Cl:4].[OH-].[Na+]>OS(O)(=O)=O>[F:1][C:2]([C:7]1[S:8][C:9]([NH2:12])=[N:10][N:11]=1)([F:6])[CH:3]([Cl:4])[Cl:5] |f:1.2|. Reported procedure: 1580 g of 2-(1',1'-difluoro-2',2'-dichloro-ethyl)-5-acetamido-1,3,4-thiadiazole were mixed with 5700 ml of concentrated H2SO4 and heated to 120°-130°C for 2 hours with ageitation. After cooling, the sulfuric acid containing solution was poured into icewater while stirring and neutralized with 30 % sodium hydroxide solution. The precipitate formed was separated and washed with water. After drying, 1320 g (98.5 %) of 2-(1',1'-difluoro-2',2'-dichloro-ethyl)-5-amino-1,3,4-thiadiazol having a melting... The reactants are [N+](=O)([O-])C=1C=C(C(C(=O)O)=CC1)C(=O)O (4-nitrophthalic acid), P(=O)([O-])([O-])[O-].O[NH3+].O[NH3+].O[NH3+] (hydroxylammonium phosphate). Yields the product [N+](=O)([O-])C=1C=C2C(C(=O)N(C2=O)O)=CC1 (4-nitro-N-hydroxyphthalimide). As a reaction SMILES: [N+:1]([C:4]1[CH:5]=[C:6]([C:13]([OH:15])=O)[C:7](=[CH:11][CH:12]=1)[C:8](O)=[O:9])([O-:3])=[O:2].P([O-])([O-])([O-])=O.[OH:21][NH3+:22].O[NH3+].O[NH3+]>>[N+:1]([C:4]1[CH:5]=[C:6]2[C:13](=[O:15])[N:22]([OH:21])[C:8](=[O:9])[C:7]2=[CH:11][CH:12]=1)([O-:3])=[O:2] |f:1.2.3.4|. Procedure details: Analogous to Example 4, but from 500 mg (2.37 mmol) of 4-nitrophthalic acid (tech., contaminated with approximately 10% of 3-nitrophthalic acid) and 187 mg (0.974 mmol) of hydroxylammonium phosphate at a bath temperature of 130° C. The yield was 332 mg (67%, approximately 5% contaminated).